From a dataset of the Open Reaction Database (ORD), a public repository of structured organic reaction records. describe an organic reaction: reactants, conditions, products, and yield Starting materials: C(C)N(CC)CC1=C(C=C(S1)C(=O)O)C (5-diethylaminomethyl-4-methyl-thiophene-2-carboxylic acid), CC1(OC[C@H](O1)COC1=C(C=C(C(=N)NO)C=C1C)Cl)C ((R)-4-(2,2-dimethyl-[1,3]dioxolan-4-ylmethoxy)-N-hydroxy-3-chloro-5-methyl-benzamidine). The product is ClC1=C(OC[C@H](CO)O)C(=CC(=C1)C1=NOC(=N1)C=1SC(=C(C1)C)CN(CC)CC)C ((2S)-3-{2-Chloro-4-[5-(5-diethylaminomethyl-4-methyl-thiophen-2-yl)-[1,2,4]oxadiazol-3-yl]-6-methyl-phenoxy}-propane-1,2-diol). The yield is 40.4%. RXN SMILES: [CH2:1]([N:3]([CH2:6][C:7]1[S:11][C:10]([C:12]([OH:14])=O)=[CH:9][C:8]=1[CH3:15])[CH2:4][CH3:5])[CH3:2].CC1(C)[O:21][C@H:20]([CH2:22][O:23][C:24]2[C:33]([CH3:34])=[CH:32][C:27]([C:28]([NH:30]O)=[NH:29])=[CH:26][C:25]=2[Cl:35])[CH2:19][O:18]1>>[Cl:35][C:25]1[CH:26]=[C:27]([C:28]2[N:30]=[C:12]([C:10]3[S:11][C:7]([CH2:6][N:3]([CH2:1][CH3:2])[CH2:4][CH3:5])=[C:8]([CH3:15])[CH:9]=3)[O:14][N:29]=2)[CH:32]=[C:33]([CH3:34])[C:24]=1[O:23][CH2:22][C@@H:20]([OH:21])[CH2:19][OH:18]. Reported procedure: The title compound (22 mg) is prepared starting from 5-diethylaminomethyl-4-methyl-thiophene-2-carboxylic acid (30 mg, 130 μmol) and (R)-4-(2,2-dimethyl-[1,3]dioxolan-4-ylmethoxy)-N-hydroxy-3-chloro-5-methyl-benzamidine (37 mg, 117 μmol) in analogy to Example 197; LC-MS: tR=0.54 min; [M+1]+=466.05. Reactants: CCOC(C)=O, CCO, C=CP(=O)([O-])OCC, CCOC(OCC)OCC. Product: C=CP(=O)(OCC)OCC. RXN SMILES: [CH3:19][CH2:20][O:21][C:22](=[O:23])[CH3:24].[CH3:25][CH2:26][OH:27].[CH:1](=[CH2:2])[P:3]([O:4][CH2:5][CH3:6])([O-:7])=[O:8].[CH:9]([O:10][CH2:13][CH3:14])([O:15][CH2:16][CH3:17])[O:18][CH2:11][CH3:12]>>[CH:1](=[CH2:2])[P:3]([O:4][CH2:5][CH3:6])(=[O:7])[O:8][CH2:11][CH3:12]. Starting materials: NC1=C(C=NN1C1=CC=C(C=C1)F)C(C1=CC(=CC=C1)O)=O (5-amino-1-(4-fluorophenyl)-4-[3-hydroxybenzoyl]pyrazole), BrCC(=O)OC(C)(C)C (tert-butyl bromoacetate), C([O-])([O-])=O.[K+].[K+] (potassium carbonate). Solvent: C(C)#N (acetonitrile), C(C)(=O)OCC (ethyl acetate). Reaction conditions: temperature 70 celsius. Product: NC1=C(C=NN1C1=CC=C(C=C1)F)C(C1=CC(=CC=C1)OCC(=O)OC(C)(C)C)=O (5-amino-4-[3-(tert-butoxycarbonylmethyloxy)benzoyl]-1-(4-fluorophenyl)pyrazole). The yield is 88.4%. Reaction SMILES: [NH2:1][C:2]1[N:6]([C:7]2[CH:12]=[CH:11][C:10]([F:13])=[CH:9][CH:8]=2)[N:5]=[CH:4][C:3]=1[C:14](=[O:22])[C:15]1[CH:20]=[CH:19][CH:18]=[C:17]([OH:21])[CH:16]=1.Br[CH2:24][C:25]([O:27][C:28]([CH3:31])([CH3:30])[CH3:29])=[O:26].C(=O)([O-])[O-].[K+].[K+]>C(#N)C.C(OCC)(=O)C>[NH2:1][C:2]1[N:6]([C:7]2[CH:12]=[CH:11][C:10]([F:13])=[CH:9][CH:8]=2)[N:5]=[CH:4][C:3]=1[C:14](=[O:22])[C:15]1[CH:20]=[CH:19][CH:18]=[C:17]([O:21][CH2:24][C:25]([O:27][C:28]([CH3:31])([CH3:30])[CH3:29])=[O:26])[CH:16]=1 |f:2.3.4|. Reported procedure: A mixture of 5-amino-1-(4-fluorophenyl)-4-[3-hydroxybenzoyl]pyrazole (1.0 g, 3.3 mmol), tert-butyl bromoacetate (1.4 g, 7.2 mmol) and potassium carbonate (1 g, 7.2 mmol) in acetonitrile was heated at 70° C. overnight. The reaction mixture was cooled, diluted with ethyl acetate and filtered. The filtrate was concentrated in vacuo and the residue was purified by flash chromatography (elution gradient: 10% acetone/hexane) to give 5-amino-4-[3-(tert-butoxycarbonylmethyloxy)benzoyl]-1-(4-fluorophenyl... Reactants: CCO, Cc1nc2n(c1CN1C(=O)c3ccccc3C1=O)-c1ccc(Cl)cc1C(c1ccccc1Cl)=NC2, NN, O. Product: Cc1nc2n(c1CN)-c1ccc(Cl)cc1C(c1ccccc1Cl)=NC2. RXN SMILES: [CH3:39][CH2:40][OH:41].[Cl:1][c:2]1[cH:3][cH:4][c:5]2[c:6]([cH:35]1)[C:7]([c:28]1[c:29]([Cl:34])[cH:30][cH:31][cH:32][cH:33]1)=[N:8][CH2:9][c:10]1[n:11]-2[c:12]([CH2:16][N:17]2[C:18](=[O:19])[c:20]3[cH:21][cH:22][cH:23][cH:24][c:25]3[C:26]2=[O:27])[c:13]([CH3:15])[n:14]1.[NH2:37][NH2:38].[OH2:36]>>[Cl:1][c:2]1[cH:3][cH:4][c:5]2[c:6]([cH:35]1)[C:7]([c:28]1[c:29]([Cl:34])[cH:30][cH:31][cH:32][cH:33]1)=[N:8][CH2:9][c:10]1[n:11]-2[c:12]([CH2:16][NH2:17])[c:13]([CH3:15])[n:14]1. Reactants: ClC1=CC=C(C=N1)S(=O)(=O)N1C[C@]2(CC3=C(C=C2CC1)N(N=C3)C3=CC=C(C=C3)F)C(=O)C=3SC=CN3 ((R)-(6-((6-chloropyridin-3-yl)sulfonyl)-1-(4-fluorophenyl)-4,4a,5,6,7,8-hexahydro-1H-pyrazolo[3,4-g]isoquinolin-4a-yl)(thiazol-2-yl)methanone), N1CCCC1 (pyrrolidine). Run in C(C)#N (acetonitrile). Run at temperature 40 celsius, time 0.5 hour. Yields the product FC1=CC=C(C=C1)N1N=CC2=C1C=C1CCN(C[C@]1(C2)C(=O)C=2SC=CN2)S(=O)(=O)C=2C=NC(=CC2)N2CCCC2 ((R)-(1-(4-fluorophenyl)-6-((6-(pyrrolidin-1-yl)pyridin-3-yl)sulfonyl)-4,4a,5,6,7,8-hexahydro-1H-pyrazolo[3,4-g]isoquinolin-4a-yl)(thiazol-2-yl)methanone). Yield: 48.0%. Reaction SMILES: Cl[C:2]1[N:7]=[CH:6][C:5]([S:8]([N:11]2[CH2:20][CH2:19][C:18]3[C@:13]([C:31]([C:33]4[S:34][CH:35]=[CH:36][N:37]=4)=[O:32])([CH2:14][C:15]4[CH:23]=[N:22][N:21]([C:24]5[CH:29]=[CH:28][C:27]([F:30])=[CH:26][CH:25]=5)[C:16]=4[CH:17]=3)[CH2:12]2)(=[O:10])=[O:9])=[CH:4][CH:3]=1.[NH:38]1[CH2:42][CH2:41][CH2:40][CH2:39]1>C(#N)C>[F:30][C:27]1[CH:26]=[CH:25][C:24]([N:21]2[C:16]3[CH:17]=[C:18]4[C@:13]([C:31]([C:33]5[S:34][CH:35]=[CH:36][N:37]=5)=[O:32])([CH2:14][C:15]=3[CH:23]=[N:22]2)[CH2:12][N:11]([S:8]([C:5]2[CH:6]=[N:7][C:2]([N:38]3[CH2:42][CH2:41][CH2:40][CH2:39]3)=[CH:3][CH:4]=2)(=[O:10])=[O:9])[CH2:20][CH2:19]4)=[CH:29][CH:28]=1. Procedure: A mixture of (R)-(6-((6-chloropyridin-3-yl)sulfonyl)-1-(4-fluorophenyl)-4,4a,5,6,7,8-hexahydro-1H-pyrazolo[3,4-g]isoquinolin-4a-yl)(thiazol-2-yl)methanone (100 mg, 0.180 mmol) and pyrrolidine (37.5 μL, 0.450 mmol) in acetonitrile (2 mL) was stirred at 40° C. for 0.5 hour. The reaction mixture was cooled to room temperature and concentrated in vacuo to give a yellow oil. The crude product was purified by column chromatography on silica gel (gradient: 0-100% ethyl acetate in isohexane) to give a w... The reactants are COC(=O)Cc1ccc(Oc2ccc([N+](=O)[O-])cc2)c(CNC(=O)OC(C)(C)C)c1, O=C([O-])O, C1CCOC1, CCOC(C)=O, [Cl-], [NH4+], [Na+]. Yields the product COC(=O)Cc1ccc(Oc2ccc(N)cc2)c(CNC(=O)OC(C)(C)C)c1. Reaction SMILES: [C:1]([CH3:2])([CH3:3])([CH3:4])[O:5][C:6](=[O:7])[NH:8][CH2:9][c:10]1[cH:11][c:12]([CH2:26][C:27](=[O:28])[O:29][CH3:30])[cH:13][cH:14][c:15]1[O:16][c:17]1[cH:18][cH:19][c:20]([N+:23]([O-:24])=[O:25])[cH:21][cH:22]1.[C:44](=[O:45])([OH:46])[O-:47].[CH2:33]1[O:34][CH2:35][CH2:36][CH2:37]1.[CH3:38][CH2:39][O:40][C:41](=[O:42])[CH3:43].[Cl-:31].[NH4+:32].[Na+:48]>>[C:1]([CH3:2])([CH3:3])([CH3:4])[O:5][C:6](=[O:7])[NH:8][CH2:9][c:10]1[cH:11][c:12]([CH2:26][C:27](=[O:28])[O:29][CH3:30])[cH:13][cH:14][c:15]1[O:16][c:17]1[cH:18][cH:19][c:20]([NH2:23])[cH:21][cH:22]1. As a reaction SMILES: [Br:1][c:2]1[cH:3][c:4]([N+:10]([O-:11])=[O:12])[c:5]([O:8][CH3:9])[cH:6][cH:7]1.[CH3:13][C:14](=[O:15])[OH:16].[Fe:17].[OH2:18]>>[Br:1][c:2]1[cH:3][c:4]([NH2:10])[c:5]([O:8][CH3:9])[cH:6][cH:7]1. Yields the product COc1ccc(Br)cc1N. Reactants: COc1ccc(Br)cc1[N+](=O)[O-], CC(=O)O, [Fe], O. Starting materials: O=C([O-])[O-], CC(C)=O, N#CCCl, [K+], [K+], CC(=O)Cc1ccc(O)cc1. The product is CC(=O)Cc1ccc(OCC#N)cc1. Reaction SMILES: [C:12](=[O:13])([O-:14])[O-:15].[CH3:22][C:23](=[O:24])[CH3:25].[Cl:18][CH2:19][C:20]#[N:21].[K+:16].[K+:17].[OH:1][c:2]1[cH:3][cH:4][c:5]([CH2:8][C:9]([CH3:10])=[O:11])[cH:6][cH:7]1>>[O:1]([c:2]1[cH:3][cH:4][c:5]([CH2:8][C:9]([CH3:10])=[O:11])[cH:6][cH:7]1)[CH2:19][C:20]#[N:21]. Starting materials: C(C)OC(C1=C(C=CC=C1C)O[Si](C)(C)C(C)(C)C)=O (2-(tert-Butyl-dimethyl-silanyloxy)-6-methyl-benzoic acid ethyl ester), BrN1C(CCC1=O)=O (N-bromosuccinimide). Reagents/catalysts: N(=NC1(CCCCC1)C#N)C1(CCCCC1)C#N (azobis(cyclohexanecarbonitrile)). Solvent: ClC(Cl)(Cl)Cl (tetrachlormethane). Run at time 60 hour. Yields the product C(C)OC(C1=C(C=CC=C1CBr)O[Si](C)(C)C(C)(C)C)=O (6-bromomethyl-2-(tert-butyl-dimethyl-silanyloxy)-benzoic acid ethyl ester). Yield: 83.1%. Reaction SMILES: [CH2:1]([O:3][C:4](=[O:20])[C:5]1[C:10]([CH3:11])=[CH:9][CH:8]=[CH:7][C:6]=1[O:12][Si:13]([C:16]([CH3:19])([CH3:18])[CH3:17])([CH3:15])[CH3:14])[CH3:2].[Br:21]N1C(=O)CCC1=O>ClC(Cl)(Cl)Cl.N(C1(C#N)CCCCC1)=NC1(C#N)CCCCC1>[CH2:1]([O:3][C:4](=[O:20])[C:5]1[C:10]([CH2:11][Br:21])=[CH:9][CH:8]=[CH:7][C:6]=1[O:12][Si:13]([C:16]([CH3:19])([CH3:18])[CH3:17])([CH3:15])[CH3:14])[CH3:2]. Reported procedure: 2-(tert-Butyl-dimethyl-silanyloxy)-6-methyl-benzoic acid ethyl ester (7.6 g, 25.8 mmol), N-bromosuccinimide (4.82 g, 27.1 mmol) and azobis(cyclohexanecarbonitrile) (0.32 g, 1.3 mmol) were dissolved in tetrachlormethane (130 ml). The solution was stirred at room temperature for 60 hours. The solvent was evaporated in vacuo and the residue was chromatographed on silica gel column using a gradient of 1-2% ethyl acetate/hexane as eluent, which afforded 8.0 g (83%) of 6-bromomethyl-2-(tert-butyl-dime...